This data is from the Open Reaction Database (ORD), a public repository of structured organic reaction records. The task is: describe an organic reaction: reactants, conditions, products, and yield Reactants: BrC=1C=CC2=C(C=C(CCS2(=O)=O)C(=O)OC)C1 (methyl 7-bromo-1,1-dioxo-2,3-dihydro-1-benzothiepine-4-carboxylate), B(OC=1SC(=CC1)Cl)([O-])[O-] (5-chloro-2-thienyl borate), C([O-])([O-])=O.[K+].[K+] (potassium carbonate). Reagents/catalysts: C=1C=CC(=CC1)[P](C=2C=CC=CC2)(C=3C=CC=CC3)[Pd]([P](C=4C=CC=CC4)(C=5C=CC=CC5)C=6C=CC=CC6)([P](C=7C=CC=CC7)(C=8C=CC=CC8)C=9C=CC=CC9)[P](C=1C=CC=CC1)(C=1C=CC=CC1)C=1C=CC=CC1 (tetrakistriphenylphosphinepalladium). Solvent: C1(=CC=CC=C1)C.C(C)O.O (toluene ethanol water). Conditions: time 30 minute. Yields the product ClC1=CC=C(S1)C=1C=CC2=C(C=C(CCS2(=O)=O)C(=O)OC)C1 (methyl 7-(5-chloro-2-thienyl)-1,1-dioxo-2,3-dihydro-1-benzothiepine-4-carboxylate). Isolated yield 41.9%. As a reaction SMILES: Br[C:2]1[CH:3]=[CH:4][C:5]2[S:11](=[O:13])(=[O:12])[CH2:10][CH2:9][C:8]([C:14]([O:16][CH3:17])=[O:15])=[CH:7][C:6]=2[CH:18]=1.B([O-])([O-])O[C:21]1[S:22][C:23]([Cl:26])=[CH:24][CH:25]=1.C(=O)([O-])[O-].[K+].[K+]>C1(C)C=CC=CC=1.C(O)C.O.C1C=CC([P]([Pd]([P](C2C=CC=CC=2)(C2C=CC=CC=2)C2C=CC=CC=2)([P](C2C=CC=CC=2)(C2C=CC=CC=2)C2C=CC=CC=2)[P](C2C=CC=CC=2)(C2C=CC=CC=2)C2C=CC=CC=2)(C2C=CC=CC=2)C2C=CC=CC=2)=CC=1>[Cl:26][C:23]1[S:22][C:21]([C:2]2[CH:3]=[CH:4][C:5]3[S:11](=[O:13])(=[O:12])[CH2:10][CH2:9][C:8]([C:14]([O:16][CH3:17])=[O:15])=[CH:7][C:6]=3[CH:18]=2)=[CH:25][CH:24]=1 |f:2.3.4,5.6.7,^1:49,51,70,89|. Reported procedure: In toluene/ethanol/water (10/1/1.2 ml) was dissolved methyl 7-bromo-1,1-dioxo-2,3-dihydro-1-benzothiepine-4-carboxylate (750 mg), and to the solution were added 5-chloro-2-thienyl borate (736 mg) and potassium carbonate (1.0 g). The mixture was stirred at room temperature for 30 minutes, and to the mixture was added tetrakistriphenylphosphinepalladium (210 mg). The mixture was stirred at 100° C. for 15 hours, cooled to room temperature, extracted with ethyl acetate, washed with saturated brine a... Reactants: C(C)NC1=C(C=CC(=C1)OC)[C@@H]1CC=2C=CC(=CC2CC1)OC(C(C)(C)C)=O (pivalic acid (S)-6-(2-ethylamino-4-methoxyphenyl)-5,6,7,8-tetrahydronaphthalen-2-yl ester), C(=O)C1=CC=C(C=C1)CC(=O)O ((4-formylphenyl)acetic acid). Yields the product C(=O)(O)CC1=CC=C(CCCNC2=C(C=CC(=C2)OC)[C@@H]2CC=3C=CC(=CC3CC2)OC(C(C)(C)C)=O)C=C1 ((S)-pivalic acid 6-{2-[(4-carboxymethylbenzyl)ethylamino]-4-methoxyphenyl}-5,6,7,8-tetrahydronaphthalen-2-yl ester). Yield: 94.0%. As a reaction SMILES: [CH2:1]([NH:3][C:4]1[CH:9]=[C:8]([O:10][CH3:11])[CH:7]=[CH:6][C:5]=1[C@H:12]1[CH2:21][CH2:20][C:19]2[CH:18]=[C:17]([O:22][C:23](=[O:28])[C:24]([CH3:27])([CH3:26])[CH3:25])[CH:16]=[CH:15][C:14]=2[CH2:13]1)[CH3:2].[CH:29]([C:31]1[CH:36]=[CH:35][C:34]([CH2:37][C:38]([OH:40])=[O:39])=[CH:33][CH:32]=1)=O>>[C:38]([CH2:37][C:34]1[CH:35]=[CH:36][C:31]([CH2:29][CH2:2][CH2:1][NH:3][C:4]2[CH:9]=[C:8]([O:10][CH3:11])[CH:7]=[CH:6][C:5]=2[C@H:12]2[CH2:21][CH2:20][C:19]3[CH:18]=[C:17]([O:22][C:23](=[O:28])[C:24]([CH3:27])([CH3:26])[CH3:25])[CH:16]=[CH:15][C:14]=3[CH2:13]2)=[CH:32][CH:33]=1)([OH:40])=[O:39]. Procedure: Synthesized from pivalic acid (S)-6-(2-ethylamino-4-methoxyphenyl)-5,6,7,8-tetrahydronaphthalen-2-yl ester (59 mg) and (4-formylphenyl)acetic acid (126 mg) according to an analogous synthetic method to Example 212,the title compound (77 mg) was obtained. Reactants: [F-].[K+] (potassium fluoride), BrC1=CC(=C(C=C1)OC)CCCCOC (4-bromo-1-methoxy-2-(4-methoxybutyl)benzene), [Cl-].[Li+] (lithium chloride), tri-n-butyltin-1-ethoxyvinyl, O1CCCC1 (tetrahydrofuran). The reagents and catalysts are C=1C=CC(=CC1)[P](C=2C=CC=CC2)(C=3C=CC=CC3)[Pd]([P](C=4C=CC=CC4)(C=5C=CC=CC5)C=6C=CC=CC6)([P](C=7C=CC=CC7)(C=8C=CC=CC8)C=9C=CC=CC9)[P](C=1C=CC=CC1)(C=1C=CC=CC1)C=1C=CC=CC1 (tetrakis(triphenylphosphine)palladium). Conditions: temperature 80 celsius, time 20 hour. Product: COC1=C(C=C(C=C1)C(C)=O)CCCCOC (1-[4-methoxy-3-(4-methoxybutyl)phenyl]ethanone). Reaction SMILES: Br[C:2]1[CH:7]=[CH:6][C:5]([O:8][CH3:9])=[C:4]([CH2:10][CH2:11][CH2:12][CH2:13][O:14][CH3:15])[CH:3]=1.[Cl-].[Li+].[F-].[K+].[O:20]1CC[CH2:22][CH2:21]1>C1C=CC([P]([Pd]([P](C2C=CC=CC=2)(C2C=CC=CC=2)C2C=CC=CC=2)([P](C2C=CC=CC=2)(C2C=CC=CC=2)C2C=CC=CC=2)[P](C2C=CC=CC=2)(C2C=CC=CC=2)C2C=CC=CC=2)(C2C=CC=CC=2)C2C=CC=CC=2)=CC=1>[CH3:9][O:8][C:5]1[CH:6]=[CH:7][C:2]([C:21](=[O:20])[CH3:22])=[CH:3][C:4]=1[CH2:10][CH2:11][CH2:12][CH2:13][O:14][CH3:15] |f:1.2,3.4,^1:28,30,49,68|. Procedure: To a solution of 4-bromo-1-methoxy-2-(4-methoxybutyl)benzene (523 mg) in tetrahydrofuran (10 mL) were added lithium chloride (326 mg), tetrakis(triphenylphosphine)palladium (0) (381 mg) and tri-n-butyltin-1-ethoxyvinyl 91.11 mL), and the mixture was heated to stir at 80° C. for 20 hours. The reaction solution was cooled to room temperature, and then thereto was added aqueous potassium fluoride solution, and the mixture was stirred for 30 minutes. The mixture was extracted with diethyl ether, and...